From a dataset of the Open Reaction Database (ORD), a public repository of structured organic reaction records. describe an organic reaction: reactants, conditions, products, and yield Starting materials: C1CCOC1, [Li]CCCC, Cc1cc(C)nc(-n2c(C)ccc2C)c1, C[Si](C)(C)Cl. Product: Cc1cc(C[Si](C)(C)C)nc(-n2c(C)ccc2C)c1. As a reaction SMILES: [CH2:26]1[O:27][CH2:28][CH2:29][CH2:30]1.[CH3:16][CH2:17][CH2:18][CH2:19][Li:20].[CH3:1][c:2]1[n:3](-[c:8]2[n:9][c:10]([CH3:15])[cH:11][c:12]([CH3:14])[cH:13]2)[c:4]([CH3:7])[cH:5][cH:6]1.[Cl:21][Si:22]([CH3:23])([CH3:24])[CH3:25]>>[CH3:1][c:2]1[n:3](-[c:8]2[n:9][c:10]([CH2:15][Si:22]([CH3:23])([CH3:24])[CH3:25])[cH:11][c:12]([CH3:14])[cH:13]2)[c:4]([CH3:7])[cH:5][cH:6]1. Starting materials: C(C)(C)(C)OC(=O)N(C1=NC=C(C=N1)Br)C(=O)OC(C)(C)C (2-[bis(tert-butoxycarbonyl)amino]-5-bromopyrimidine), [OH-].[Na+] (sodium hydroxide), C(C(=O)O)(=O)O (oxalic acid), C(C)(C)(C)OC(=O)N(C1=NC=C(C=N1)Br)C(=O)OC(C)(C)C (2-[bis(tert-butoxycarbonyl)amino]-5-bromopyrimidine). Run in C(C)O (ethanol), O (water). Run at temperature 10 celsius, time 1 hour. Yields the product BrC=1C=NC(=NC1)NC(OC(C)(C)C)=O (tert-Butyl 5-bromopyrimidin-2-ylcarbamate). Isolated yield 84.9%. Reaction SMILES: [C:1]([O:5][C:6]([N:8](C(OC(C)(C)C)=O)[C:9]1[N:14]=[CH:13][C:12]([Br:15])=[CH:11][N:10]=1)=[O:7])([CH3:4])([CH3:3])[CH3:2].[OH-].[Na+].C(O)(=O)C(O)=O>C(O)C.O>[Br:15][C:12]1[CH:13]=[N:14][C:9]([NH:8][C:6](=[O:7])[O:5][C:1]([CH3:3])([CH3:2])[CH3:4])=[N:10][CH:11]=1 |f:1.2|. Reported procedure: To a solution of 2-[bis(tert-butoxycarbonyl)amino]-5-bromopyrimidine 10 (216 kg crude, 460 mol, assuming quantitative yield in previous step) in anhydrous ethanol (1692 L) was slowly added a solution of sodium hydroxide (55.2 kg, 1380 mol) in water (344 L) while maintaining the temperature at 0-20° C. The mixture was stirred at that temperature until the content of 2-[bis(tert-butoxycarbonyl)-amino]-5-bromopyrimidine (10) was ≦0.5% by HPLC. The reaction mixture was cooled to 0-5° C. and the pH w...